Task: describe an organic reaction: reactants, conditions, products, and yield. Dataset: the Open Reaction Database (ORD), a public repository of structured organic reaction records Starting materials: C(C)(=O)N1CCN(CC1)CC1=CC=C(C=C1)O (4-[(4-acetylpiperazin-1-yl)methyl]phenol), CS(=O)(=O)OC1CN(C1)C(=O)OC(C)(C)C (tert-butyl 3-[(methylsulfonyl)oxy]azetidine-1-carboxylate), C(=O)([O-])[O-].[Cs+].[Cs+] (Cs2CO3), CN(C)C=O (DMF). Solvent: O (Water). Reaction conditions: temperature 140 celsius. Product: C(C)(=O)N1CCN(CC1)CC1=CC=C(OC2CN(C2)C(=O)OC(C)(C)C)C=C1 (tert-butyl 3-(4-((4-acetylpiperazin-1-yl)methyl)phenoxy)azetidine-1-carboxylate). The yield is 96.3%. As a reaction SMILES: [C:1]([N:4]1[CH2:9][CH2:8][N:7]([CH2:10][C:11]2[CH:16]=[CH:15][C:14]([OH:17])=[CH:13][CH:12]=2)[CH2:6][CH2:5]1)(=[O:3])[CH3:2].CS(O[CH:23]1[CH2:26][N:25]([C:27]([O:29][C:30]([CH3:33])([CH3:32])[CH3:31])=[O:28])[CH2:24]1)(=O)=O.C([O-])([O-])=O.[Cs+].[Cs+].CN(C=O)C>O>[C:1]([N:4]1[CH2:9][CH2:8][N:7]([CH2:10][C:11]2[CH:16]=[CH:15][C:14]([O:17][CH:23]3[CH2:24][N:25]([C:27]([O:29][C:30]([CH3:33])([CH3:32])[CH3:31])=[O:28])[CH2:26]3)=[CH:13][CH:12]=2)[CH2:6][CH2:5]1)(=[O:3])[CH3:2] |f:2.3.4|. Reported procedure: In a microwave vial, 4-[(4-acetylpiperazin-1-yl)methyl]phenol (1.0 g, 4.3 mmol)—see EP 50298—, tert-butyl 3-[(methylsulfonyl)oxy]azetidine-1-carboxylate (1.0 g, 4.0 mmol) and Cs2CO3 (1.5 g, 4.6 mmol) together with DMF (10 mL) was added. The mixture was heated in a microwave oven at 140° C. for 60 minutes. Water (40 mL) was added and the suspension was extracted with twice with EtOAc (50 mL). The combined organic phases were washed with brine, dried (Na2CO3) and the solvent was removed by evapora... The reactants are C(C)C(CCC)N1N=NC2=C1N=C(N=C2NC=2C(=NC(=CC2C)C)C)C ((±)-3-[1-(1-ethyl)butyl]-5-methyl-N-[(2,4,6-trimethyl)3-pyridyl-]-3H-1,2,3-triazolo[4,5-d]pyrimidin-7-amine), [H-].[Na+] (sodium hydride), C(C)I (ethyl iodide). The solvent is CN(C=O)C (dimethylformamide), O (water). Run at time 15 hour. Yields the product C(C)N(C=1C2=C(N=C(N1)C)N(N=N2)C(CCC)CC)C=2C(=NC(=CC2C)C)C (N-ethyl-3-[1-(1-ethyl)butyl]-5-methyl-N-[(2,4,6-trimethyl)-3-pyridyl-]-3H-1,2,3-triazolo[4,5-d]pyrimidin-7-amine). Reaction SMILES: [CH2:1]([CH:3]([N:7]1[C:11]2[N:12]=[C:13]([CH3:26])[N:14]=[C:15]([NH:16][C:17]3[C:18]([CH3:25])=[N:19][C:20]([CH3:24])=[CH:21][C:22]=3[CH3:23])[C:10]=2[N:9]=[N:8]1)[CH2:4][CH2:5][CH3:6])[CH3:2].[H-].[Na+].[CH2:29](I)[CH3:30]>CN(C)C=O.O>[CH2:29]([N:16]([C:17]1[C:18]([CH3:25])=[N:19][C:20]([CH3:24])=[CH:21][C:22]=1[CH3:23])[C:15]1[C:10]2[N:9]=[N:8][N:7]([CH:3]([CH2:1][CH3:2])[CH2:4][CH2:5][CH3:6])[C:11]=2[N:12]=[C:13]([CH3:26])[N:14]=1)[CH3:30] |f:1.2|. Procedure details: The product from Example 45, Part B (250 mg, 0.71 mmol) was treated with sodium hydride (26 mg, 0.85 mmol, 80%) and ethyl iodide (0.85 ml, 1.07 mmol) in dry dimethylformamide (7 ml) and stirred at room temperature for 15 h. The reaction was diluted with 150 ml water, and extracted with 3×30 ml ethyl acetate. The combined organic extracts were dried over anhydrous magnesium sulfate, filtered, and concentrated in vacuo to dryness. Chromatography on silica gel (20 g, 1/3 hexanes/ethyl acetate) affo... The reactants are C1(=CC=CC=C1)C=1C=C(C=CC1)CO (3-phenylphenylmethanol), Br (hydrobromic acid), Br (hydrobromic acid), ice water. Yields the product C1(=CC=CC=C1)C=1C=C(C=CC1)CBr (3-phenylphenylmethyl bromide). Reaction SMILES: [C:1]1([C:7]2[CH:8]=[C:9]([CH2:13]O)[CH:10]=[CH:11][CH:12]=2)[CH:6]=[CH:5][CH:4]=[CH:3][CH:2]=1.[BrH:15]>>[C:1]1([C:7]2[CH:8]=[C:9]([CH2:13][Br:15])[CH:10]=[CH:11][CH:12]=2)[CH:6]=[CH:5][CH:4]=[CH:3][CH:2]=1. Procedure: Under a nitrogen atmosphere a stirred solution of 12.9 grams of 3-phenylphenylmethanol in 50 mL of 47-49% hydrobromic acid was heated at reflux for two hours. Thin layer chromatographic analysis of the reaction mixture indicated that the reaction was incomplete. An additional 50 mL of 47-49% hydrobromic acid was added, and the stirred reaction mixture was heated at reflux for an additional two hours. After this time the reaction mixture was poured into ice-water, and the mixture was extracted wi... The reactants are Cc1ccc(N)cc1, CCc1ccc(Cl)cc1. Reagents/catalysts: CCN=P(N=P(N(C)C)(N(C)C)N(C)C)(N(C)C)N(C)C (P2Et), CC(C)c1cc(C(C)C)c(-c2ccccc2P(C2CCCCC2)(C2CCCCC2)->[Pd]2(OS(=O)(=O)C(F)(F)F)<-Nc3ccccc3-c3ccccc32)c(C(C)C)c1 (XPhos). Solvent: CS(=O)C (DMSO), CS(=O)C (DMSO), CS(=O)C (DMSO), CS(=O)C (DMSO), CS(=O)C (DMSO). Conditions: temperature 60 celsius, time 16 hour. Yields the product CCc1ccc(Nc2ccc(C)cc2)cc1. Yield: 26.6%. Reported procedure: These solutions were added to a 384-
well source plate (80 µL per well). The Mosquito HTS liquid handling robot was used to dose
each of these solutions (200 nL each) into a 1536-well plate. Starting materials: BrC(C(C(F)(F)F)(F)Br)(F)F (1,2-dibromo-1,1,2,3,3,3-hexafluoropropane), C([O-])([O-])=O.[Na+].[Na+] (sodium carbonate), S(=O)([O-])S(=O)[O-].[Na+].[Na+] (sodium dithionite), NC=1C(=CC=CC1)C (o-toluidine), C(O)([O-])=O.[Na+] (sodium hydrogencarbonate). The reagents and catalysts are S(=O)(=O)(O)[O-].C(CCC)[N+](CCCC)(CCCC)CCCC (tetra-n-butylammonium hydrogensulphate). Solvent: COC(C)(C)C (tert-butyl methyl ether), COC(C)(C)C (tert-butyl methyl ether), O (water). Reaction conditions: temperature 40 celsius, time 18 hour. The product is CC1=C(N)C=CC(=C1)C(C(F)(F)Br)(C(F)(F)F)F (2-methyl-4-(1-bromo-1,1,2,3,3,3-hexafluoro-2-propyl)aniline). RXN SMILES: S(S([O-])=O)([O-])=O.[Na+].[Na+].[NH2:9][C:10]1[C:11]([CH3:16])=[CH:12][CH:13]=[CH:14][CH:15]=1.C(=O)([O-])O.[Na+].[Br:22][C:23]([F:32])([F:31])[C:24](Br)([F:29])[C:25]([F:28])([F:27])[F:26].C(=O)([O-])[O-].[Na+].[Na+]>S([O-])(O)(=O)=O.C([N+](CCCC)(CCCC)CCCC)CCC.COC(C)(C)C.O>[CH3:16][C:11]1[CH:12]=[C:13]([C:24]([F:29])([C:25]([F:28])([F:27])[F:26])[C:23]([Br:22])([F:32])[F:31])[CH:14]=[CH:15][C:10]=1[NH2:9] |f:0.1.2,4.5,7.8.9,10.11|. Procedure: First 154.36 g (0.887 mol) of sodium dithionite and then 50 g (0.467 mol) of o-toluidine (2-methylaniline) were added at room temperature to a mixture of 900 ml of water, 350 ml of tert-butyl methyl ether, 74.48 g (0.887 mol) of sodium hydrogencarbonate and 12.68 g of tetra-n-butylammonium hydrogensulphate. Subsequently, a solution of 274.684 g of 1,2-dibromo-1,1,2,3,3,3-hexafluoropropane in 100 ml of tert-butyl methyl ether was added dropwise at 35–40° C. and, on completion of addition, the mix... The reactants are ClC=1C=C(C=CC1F)[N+](=O)[O-] (3-chloro-4-fluoronitrobenzene), S1C(=CC=C1)CO (2-thienylmethanol). Product: S1C(=CC=C1)COC1=C(C=C(C=C1)[N+](=O)[O-])Cl (2-chloro-4-nitrophenyl 2-thienylmethyl ether). The yield is 40.0%. RXN SMILES: [Cl:1][C:2]1[CH:3]=[C:4]([N+:9]([O-:11])=[O:10])[CH:5]=[CH:6][C:7]=1F.[S:12]1[CH:16]=[CH:15][CH:14]=[C:13]1[CH2:17][OH:18]>>[S:12]1[CH:16]=[CH:15][CH:14]=[C:13]1[CH2:17][O:18][C:7]1[CH:6]=[CH:5][C:4]([N+:9]([O-:11])=[O:10])=[CH:3][C:2]=1[Cl:1]. Procedure: Using an analogous procedure to that described in the first paragraph of the portion of Example 8 which is concerned with the preparation of starting materials, 3-chloro-4-fluoronitrobenzene was reacted with 2-thienylmethanol to give 2-chloro-4-nitrophenyl 2-thienylmethyl ether in 40% yield. The reactants are Cl.OC1=C(C=C(CN)C=C1)OC (4-hydroxy-3-methoxybenzylamine hydrochloride), C1=CC=CC=C1 (benzene), resultant mixture, C([O-])([O-])=O.[K+].[K+] (potassium carbonate), C(CCCCCCCC)(=O)Cl (pelargonoyl chloride). Solvent: O (water), O (water). Run at time 30 minute. Yields the product CCCCCCCCC(=O)NCC1=CC(=C(C=C1)O)OC (nonylic acid vanillylamide). Reaction SMILES: Cl.[OH:2][C:3]1[CH:10]=[CH:9][C:6]([CH2:7][NH2:8])=[CH:5][C:4]=1[O:11][CH3:12].C1C=CC=CC=1.C(=O)([O-])[O-].[K+].[K+].[C:25](Cl)(=[O:34])[CH2:26][CH2:27][CH2:28][CH2:29][CH2:30][CH2:31][CH2:32][CH3:33]>O>[CH3:33][CH2:32][CH2:31][CH2:30][CH2:29][CH2:28][CH2:27][CH2:26][C:25]([NH:8][CH2:7][C:6]1[CH:9]=[CH:10][C:3]([OH:2])=[C:4]([O:11][CH3:12])[CH:5]=1)=[O:34] |f:0.1,3.4.5|. Reported procedure: 58.5 parts of 4-hydroxy-3-methoxybenzylamine hydrochloride, 200 parts of benzene and 200 parts of water were charged into a reaction vessel equipped with a three-one motor the rotational frequency of which is variable and an outlet having a stopper at the bottom portion and stirred. 58 parts of potassium carbonate was added to the mixture and further 54 parts of pelargonoyl chloride was added dropwise to the resultant mixture at room temperature. In this state, the mixture was stirred for 3 hour... The reactants are O=C1Cc2cc(Br)ccc2N1, CC(C)c1[nH]c(C=O)c(-c2ccccc2)c1C(=O)NCCCN1CCN(C)CC1. Yields the product CC(C)c1[nH]c(C=C2C(=O)Nc3ccc(Br)cc32)c(-c2ccccc2)c1C(=O)NCCCN1CCN(C)CC1. Reaction SMILES: [Br:1][c:2]1[cH:3][c:4]2[c:8]([cH:9][cH:10]1)[NH:7][C:6](=[O:11])[CH2:5]2.[CH3:12][N:13]1[CH2:14][CH2:15][N:16]([CH2:19][CH2:20][CH2:21][NH:22][C:23](=[O:24])[c:25]2[c:26]([CH:38]([CH3:39])[CH3:40])[nH:27][c:28]([CH:36]=[O:37])[c:29]2-[c:30]2[cH:31][cH:32][cH:33][cH:34][cH:35]2)[CH2:17][CH2:18]1>>[Br:1][c:2]1[cH:3][c:4]2[c:8]([cH:9][cH:10]1)[NH:7][C:6](=[O:11])[C:5]2=[CH:36][c:28]1[nH:27][c:26]([CH:38]([CH3:39])[CH3:40])[c:25]([C:23]([NH:22][CH2:21][CH2:20][CH2:19][N:16]2[CH2:15][CH2:14][N:13]([CH3:12])[CH2:18][CH2:17]2)=[O:24])[c:29]1-[c:30]1[cH:31][cH:32][cH:33][cH:34][cH:35]1.